Dataset: the Open Reaction Database (ORD), a public repository of structured organic reaction records. Task: describe an organic reaction: reactants, conditions, products, and yield Reactants: CCC(N)(CC)C(=O)OC, CC(C)(C)COc1nc(C(=O)O)cnc1NC1CCCCC1, CCCOc1nc(C(=O)NC(CO)CC(C)C)cnc1N1CCCC1. Yields the product CCC(CC)(NC(=O)c1cnc(NC2CCCCC2)c(OCC(C)(C)C)n1)C(=O)OC. As a reaction SMILES: [CH3:48][O:49][C:50]([C:51]([CH2:52][CH3:53])([CH2:54][CH3:55])[NH2:56])=[O:57].[CH:26]1([NH:32][c:33]2[n:34][cH:35][c:36]([C:45](=[O:46])[OH:47])[n:37][c:38]2[O:39][CH2:40][C:41]([CH3:42])([CH3:43])[CH3:44])[CH2:27][CH2:28][CH2:29][CH2:30][CH2:31]1.[OH:1][CH2:2][CH:3]([NH:4][C:5]([c:6]1[cH:7][n:8][c:9]([N:10]2[CH2:11][CH2:12][CH2:13][CH2:14]2)[c:15]([O:16][CH2:17][CH2:18][CH3:19])[n:20]1)=[O:21])[CH2:22][CH:23]([CH3:24])[CH3:25]>>[CH:26]1([NH:32][c:33]2[n:34][cH:35][c:36]([C:45](=[O:47])[NH:56][C:51]([C:50]([O:49][CH3:48])=[O:57])([CH2:52][CH3:53])[CH2:54][CH3:55])[n:37][c:38]2[O:39][CH2:40][C:41]([CH3:42])([CH3:43])[CH3:44])[CH2:27][CH2:28][CH2:29][CH2:30][CH2:31]1. Starting materials: C1(=CC=CC=C1)C1=C(C=CC(=N1)C(=O)OCC)C1=CC=C(C=C1)C(F)(F)F (ethyl 6-phenyl-5-(4-trifluoromethylphenyl)-pyridine-2-carboxylate), C(C)[Al](CC)CC (triethylaluminum), C1(=CC=CC=C1)C1=C(C=CC(=N1)C(=O)OCC)C1=CC=C(C=C1)C(F)(F)F (ethyl 6-phenyl-5-(4-trifluoromethylphenyl)-pyridine-2-carboxylate), CNCCNC (N,N′-dimethylethylenediamine). Run in C1(=CC=CC=C1)C (toluene). Product: C1(=CC=CC=C1)C1=C(C=CC(=N1)C(CC)=O)C1=CC=C(C=C1)C(F)(F)F (1-[6-Phenyl-5-(4-trifluoromethyl-phenyl)-pyridin-2-yl]-propan-1-one). Reaction SMILES: [C:1]1([C:7]2[N:12]=[C:11]([C:13](OCC)=[O:14])[CH:10]=[CH:9][C:8]=2[C:18]2[CH:23]=[CH:22][C:21]([C:24]([F:27])([F:26])[F:25])=[CH:20][CH:19]=2)[CH:6]=[CH:5][CH:4]=[CH:3][CH:2]=1.CN[CH2:30][CH2:31]NC.C([Al](CC)CC)C>C1(C)C=CC=CC=1>[C:1]1([C:7]2[N:12]=[C:11]([C:13](=[O:14])[CH2:30][CH3:31])[CH:10]=[CH:9][C:8]=2[C:18]2[CH:19]=[CH:20][C:21]([C:24]([F:27])([F:26])[F:25])=[CH:22][CH:23]=2)[CH:2]=[CH:3][CH:4]=[CH:5][CH:6]=1. Reported procedure: Following General Procedure O, 6-phenyl-5-(4-trifluoromethyl-phenyl)-pyridine-2-carboxylic acid ethyl ester (Compound 25, 94 mg, 0.25 mmol) in toluene (3 ml), N,N′-dimethylethylenediamine (DMEDA, 25 mg, 0.28 mmol) and triethylaluminum (0.7 ml, 0.76 mmol, 1 M in hexane) were reacted to produce the title compound as a oil. Reactants: CN(C)C(=O)Oc2ccc1ccc(OC(C)(C)C)cc1c2 (substrate), CCO[Si](OCC)(OCC)c1cccc(C)c1 (effective_coupling_partner). Reagents/catalysts: dcype. Conditions: temperature 120 celsius, time 12 hour. Product: Cc3cccc(c2ccc1ccc(OC(C)(C)C)cc1c2)c3. The reactants are CN1C(NC(C=2NC=NC12)=O)=O (3-methylxanthine), ClCC(C)O (1-chloro-2-propanol), ClCCCCC(C)(C)O (1-chloro-5-hydroxy-5-methylhexane). Product: OC(CCCCN1C(=O)N(C=2N=CN(C2C1=O)CC(C)O)C)(C)C (1-(5-Hydroxy-5-methylhexyl)-7-(2-hydroxypropyl)-3-methylxanthine). Reaction SMILES: [CH3:1][N:2]1[C:10]2[N:9]=[CH:8][NH:7][C:6]=2[C:5](=[O:11])[NH:4][C:3]1=[O:12].Cl[CH2:14][CH:15]([OH:17])[CH3:16].Cl[CH2:19][CH2:20][CH2:21][CH2:22][C:23]([OH:26])([CH3:25])[CH3:24]>>[OH:26][C:23]([CH3:25])([CH3:24])[CH2:22][CH2:21][CH2:20][CH2:19][N:4]1[C:5](=[O:11])[C:6]2[N:7]([CH2:14][CH:15]([OH:17])[CH3:16])[CH:8]=[N:9][C:10]=2[N:2]([CH3:1])[C:3]1=[O:12]. Procedure details: It was also possible to build up the compound starting from 3-methylxanthine in a two-stage reaction sequence, by first introducing the 2-hydroxypropyl group into the 7-position (melting point: 278°-280° C.; yield: 69.6% of theory) with 1-chloro-2-propanol and then alkylating the product in the 1-position (yield: 67.5% of theory) with 1-chloro-5-hydroxy-5-methylhexane (Example 1a). The reactants are C#Cc1ccc(C(=O)O)cc1OCCCOC, CCO, [OH-], [OH-], [Pd+2]. The product is CCc1ccc(C(=O)O)cc1OCCCOC. RXN SMILES: [C:1](#[CH:2])[c:3]1[c:4]([O:12][CH2:13][CH2:14][CH2:15][O:16][CH3:17])[cH:5][c:6]([C:7](=[O:8])[OH:9])[cH:10][cH:11]1.[CH3:18][CH2:19][OH:20].[OH-:21].[OH-:22].[Pd+2:23]>>[CH2:1]([CH3:2])[c:3]1[c:4]([O:12][CH2:13][CH2:14][CH2:15][O:16][CH3:17])[cH:5][c:6]([C:7](=[O:8])[OH:9])[cH:10][cH:11]1. Conditions: temperature 70 celsius. Reaction SMILES: [CH2:1]([N:8]1[CH2:15][CH2:14][C:11]2([O:13][CH2:12]2)[CH2:10][CH2:9]1)[C:2]1[CH:7]=[CH:6][CH:5]=[CH:4][CH:3]=1.Cl.[CH3:17][C:18](=[CH2:21])[CH2:19][NH2:20].CCN(C(C)C)C(C)C>C(O)C>[CH2:1]([N:8]1[CH2:15][CH2:14][C:11]([CH2:12][NH:20][CH2:19][C:18]([CH3:21])=[CH2:17])([OH:13])[CH2:10][CH2:9]1)[C:2]1[CH:7]=[CH:6][CH:5]=[CH:4][CH:3]=1 |f:1.2|. Product: C(C1=CC=CC=C1)N1CCC(CC1)(O)CNCC(=C)C (1-Benzyl-4-((2-methylallylamino)methyl)piperidin-4-ol). Run in C(C)O (ethanol). Reported procedure: A mixture of 6-benzyl-1-oxa-6-azaspiro[2.5]octane (2 g) and 2-methylprop-2-en-1-amine HCl (2 g) and Hunig's Base (3.44 mL) in ethanol (30 mL) was heated at 70° C. for 18 hours. The mixture was cooled to room temperature and the solvent evaporated under reduced pressure. The residue was partitioned between DCM and brine, the aqueous layer was re-extracted with fresh DCM and the combined organics dried over sodium sulphate, filtered and the solvent evaporated under reduced pressure to afford the s... The reactants are C(C1=CC=CC=C1)N1CCC2(CO2)CC1 (6-benzyl-1-oxa-6-azaspiro[2.5]octane), Cl.CC(CN)=C (2-methylprop-2-en-1-amine HCl), CCN(C(C)C)C(C)C (Hunig's Base). Starting materials: ClCl (chlorine), CC1C(OC2=C1C=CC(=C2)N(C(C)CC)C)=O (3-methyl-6-(N-methyl-N-2-butylamino)-benzofuran-2(3H)-one). Run in C(Cl)(Cl)Cl (chloroform), C(Cl)(Cl)Cl (chloroform). Product: ClC=1C(=CC2=C(C(C(O2)=O)C)C1)N(C(C)CC)C (5-chloro-3-methyl-6-(N-methyl-N-2-butylamino)-benzofuran-2(3H)-one). Reaction SMILES: [Cl:1]Cl.[CH3:3][CH:4]1[C:8]2[CH:9]=[CH:10][C:11]([N:13]([CH3:18])[CH:14]([CH2:16][CH3:17])[CH3:15])=[CH:12][C:7]=2[O:6][C:5]1=[O:19]>C(Cl)(Cl)Cl>[Cl:1][C:10]1[C:11]([N:13]([CH3:18])[CH:14]([CH2:16][CH3:17])[CH3:15])=[CH:12][C:7]2[O:6][C:5](=[O:19])[CH:4]([CH3:3])[C:8]=2[CH:9]=1. Reported procedure: A cold solution of chlorine in chloroform is added dropwise at 0° to 5° C., while stirring, to a mixture of 14.7 g (0.063 mole) of 3-methyl-6-(N-methyl-N-2-butylamino)-benzofuran-2(3H)-one in 100 ml of chloroform until no more educt is visible in the thin layer chromatograph. The reaction mixture is washed with methylene chloride, dilute sodium bicarbonate solution and water. The crude product remaining after drying and concentration by evaporation of the organic phase is chromatographed over si...